Dataset: the Open Reaction Database (ORD), a public repository of structured organic reaction records. Task: describe an organic reaction: reactants, conditions, products, and yield The reactants are ClC1=CC=C(C2=CC=CC=C12)O (4-chloro-1-naphthol), [Cl-].[Al+3].[Cl-].[Cl-] (aluminum chloride), ClC(=O)OC1=CC=CC=C1 (phenyl chloroformate), Cl (hydrochloric acid). Run in C(Cl)Cl (methylene chloride), C(C)(=O)OCC (ethyl acetate), O (water). Reaction conditions: temperature 10 celsius, time 48 hour. Product: ClC1=CC(=C(C2=CC=CC=C12)O)C(=O)OC1=CC=CC=C1 (phenyl 4-chloro-1-hydroxy-2-naphthoate). Reaction SMILES: [Cl:1][C:2]1[C:11]2[C:6](=[CH:7][CH:8]=[CH:9][CH:10]=2)[C:5]([OH:12])=[CH:4][CH:3]=1.[Cl-].[Al+3].[Cl-].[Cl-].Cl[C:18]([O:20][C:21]1[CH:26]=[CH:25][CH:24]=[CH:23][CH:22]=1)=[O:19].Cl>C(OCC)(=O)C.O.C(Cl)Cl>[Cl:1][C:2]1[C:11]2[C:6](=[CH:7][CH:8]=[CH:9][CH:10]=2)[C:5]([OH:12])=[C:4]([C:18]([O:20][C:21]2[CH:26]=[CH:25][CH:24]=[CH:23][CH:22]=2)=[O:19])[CH:3]=1 |f:1.2.3.4|. Reported procedure: To a 500-mL, three-neck, nitrogen-purged flask was added 17.9 g (0.10 mole) of 4-chloro-1-naphthol, 100 mL of methylene chloride, 15 g (0.11 mole) of anhydrous aluminum chloride, and 15 mL (0.12 mole) of phenyl chloroformate. This mixture was heated to reflux. After 48 hours, the mixture was cooled to 10° C. and 200 mL of water and 15 mL of 37% hydrochloric acid were added. To this mixture was added 100 mL of ethyl acetate. The layers were separated and the organic layer was washed with two 100-... The reactants are ClC=1C=CC(=NC1)NC1=C2N=CN(C2=NC(=N1)NN)C ((5-chloro-pyridin-2-yl)-(2-hydrazino-9-methyl-9H-purin-6-yl)-amine), CC(CC(C)=O)=O (2,4-pentanedione). Product: ClC=1C=CC(=NC1)NC1=C2N=CN(C2=NC(=N1)N1N=C(C=C1C)C)C ((5-Chloro-pyridin-2-yl)-[2-(3,5-dimethyl-pyrazol-1-yl)-9-methyl-9H-purin-6-yl]-amine). As a reaction SMILES: [Cl:1][C:2]1[CH:3]=[CH:4][C:5]([NH:8][C:9]2[N:17]=[C:16]([NH:18][NH2:19])[N:15]=[C:14]3[C:10]=2[N:11]=[CH:12][N:13]3[CH3:20])=[N:6][CH:7]=1.[CH3:21][C:22](=O)[CH2:23][C:24](=O)[CH3:25]>>[Cl:1][C:2]1[CH:3]=[CH:4][C:5]([NH:8][C:9]2[N:17]=[C:16]([N:18]3[C:24]([CH3:25])=[CH:23][C:22]([CH3:21])=[N:19]3)[N:15]=[C:14]3[C:10]=2[N:11]=[CH:12][N:13]3[CH3:20])=[N:6][CH:7]=1. Procedure: Was prepared according to Example 9 from (5-chloro-pyridin-2-yl)-(2-hydrazino-9-methyl-9H-purin-6-yl)-amine and 2,4-pentanedione. Starting materials: O=C([O-])O, CCOC(C)=O, COC(=O)Cl, [Na+], CC(=O)NCC1CN(c2ccc(C3CCNCC3)c(F)c2)C(=O)O1, C1CCOC1. Product: COC(=O)N1CCC(c2ccc(N3CC(CNC(C)=O)OC3=O)cc2F)CC1. Reaction SMILES: [C:25](=[O:26])([OH:27])[O-:28].[CH3:40][CH2:41][O:42][C:43](=[O:44])[CH3:45].[Cl:30][C:31](=[O:32])[O:33][CH3:34].[Na+:29].[O:1]=[C:2]1[O:3][CH:4]([CH2:20][NH:21][C:22]([CH3:23])=[O:24])[CH2:5][N:6]1[c:7]1[cH:8][c:9]([F:19])[c:10]([CH:13]2[CH2:14][CH2:15][NH:16][CH2:17][CH2:18]2)[cH:11][cH:12]1.[O:35]1[CH2:36][CH2:37][CH2:38][CH2:39]1>>[O:1]=[C:2]1[O:3][CH:4]([CH2:20][NH:21][C:22]([CH3:23])=[O:24])[CH2:5][N:6]1[c:7]1[cH:8][c:9]([F:19])[c:10]([CH:13]2[CH2:14][CH2:15][N:16]([C:31](=[O:32])[O:33][CH3:34])[CH2:17][CH2:18]2)[cH:11][cH:12]1. The reactants are C(C)OC(CC1CN=C(S1)C=1NC2=C(C=C(C=C2C1)OC=1C=NC(=CC1)COCCOC)OC1CCOCC1)=O (ethyl{2-[5-({6-[(2-methoxyethoxy)methyl]pyridin-3-yl}oxy)-7-(tetrahydro-2H-pyran-4-yloxy)-1H-indol-2-yl]-4,5-dihydro-1,3-thiazol-5-yl}acetate), [BH4-].[Li+] (lithium tetrahydroborate), O (Water). Solvent: C(C)(=O)OCC (ethyl acetate), O1CCCC1 (tetrahydrofuran), CO (methanol), C(C)(=O)OCC (ethyl acetate), CCCCCC (hexane), CCCCCC (hexane), CO (methanol). Conditions: time 1 hour. The product is COCCOCC1=CC=C(C=N1)OC=1C=C2C=C(NC2=C(C1)OC1CCOCC1)C=1SC(CN1)CCO (2-{2-[5-({6-[(2-Methoxyethoxy)methyl]pyridin-3-yl}oxy)-7-(tetrahydro-2H-pyran-4-yloxy)-1H-indol-2-yl]-4,5-dihydro-1,3-thiazol-5-yl}ethanol). Isolated yield 29.5%. As a reaction SMILES: C([O:3][C:4](=O)[CH2:5][CH:6]1[S:10][C:9]([C:11]2[NH:12][C:13]3[C:18]([CH:19]=2)=[CH:17][C:16]([O:20][C:21]2[CH:22]=[N:23][C:24]([CH2:27][O:28][CH2:29][CH2:30][O:31][CH3:32])=[CH:25][CH:26]=2)=[CH:15][C:14]=3[O:33][CH:34]2[CH2:39][CH2:38][O:37][CH2:36][CH2:35]2)=[N:8][CH2:7]1)C.[BH4-].[Li+].O>O1CCCC1.CO.CCCCCC.C(OCC)(=O)C>[CH3:32][O:31][CH2:30][CH2:29][O:28][CH2:27][C:24]1[N:23]=[CH:22][C:21]([O:20][C:16]2[CH:17]=[C:18]3[C:13](=[C:14]([O:33][CH:34]4[CH2:35][CH2:36][O:37][CH2:38][CH2:39]4)[CH:15]=2)[NH:12][C:11]([C:9]2[S:10][CH:6]([CH2:5][CH2:4][OH:3])[CH2:7][N:8]=2)=[CH:19]3)=[CH:26][CH:25]=1 |f:1.2|. Reported procedure: To a solution of ethyl{2-[5-({6-[(2-methoxyethoxy)methyl]pyridin-3-yl}oxy)-7-(tetrahydro-2H-pyran-4-yloxy)-1H-indol-2-yl]-4,5-dihydro-1,3-thiazol-5-yl}acetate (190 mg) in tetrahydrofuran (5 mL) and methanol (5 mL) was added at room temperature lithium tetrahydroborate (22 mg) 3 times at 30 min intervals, and the mixture was stirred at room temperature for 1 hr. Water was added to the reaction mixture, and the mixture was extracted with ethyl acetate. The organic layer was washed with saturated b... Reactants: CC(C)(C)OC(=O)Nc1cccc(-c2ccc(C#N)cc2)n1, CCO, N, O. Yields the product CC(C)(C)OC(=O)Nc1cccc(-c2ccc(CN)cc2)n1. RXN SMILES: [C:1]([CH3:2])([CH3:3])([CH3:4])[O:5][C:6]([NH:7][c:8]1[n:9][c:10](-[c:14]2[cH:15][cH:16][c:17]([C:20]#[N:21])[cH:18][cH:19]2)[cH:11][cH:12][cH:13]1)=[O:22].[CH3:23][CH2:24][OH:25].[NH3:26].[OH2:27]>>[C:1]([CH3:2])([CH3:3])([CH3:4])[O:5][C:6]([NH:7][c:8]1[n:9][c:10](-[c:14]2[cH:15][cH:16][c:17]([CH2:20][NH2:21])[cH:18][cH:19]2)[cH:11][cH:12][cH:13]1)=[O:22]. Reactants: IC (iodomethane), C([O-])(O)=O.[Na+] (sodium bicarbonate), C[O-].[Na+] (Sodium methoxide), CC=1NC2=C(N1)C=C(C(=C2)C(=O)OC)C(=O)OC (dimethyl 2-methyl-5,6-benzimidazoledicarboxylate). Solvent: CO (methanol), C(C)(=O)O (acetic acid). Reaction conditions: time 0.5 hour. The product is CN1C(=NC2=C1C=C(C(=C2)C(=O)OC)C(=O)OC)C (Dimethyl 1,2-dimethyl-5,6-benzimidazoledicarboxylate). Yield: 69.7%. As a reaction SMILES: C[O-].[Na+].[CH3:4][C:5]1[NH:6][C:7]2[CH:13]=[C:12]([C:14]([O:16][CH3:17])=[O:15])[C:11]([C:18]([O:20][CH3:21])=[O:19])=[CH:10][C:8]=2[N:9]=1.IC.[C:24](=O)(O)[O-].[Na+]>CO.C(O)(=O)C>[CH3:24][N:9]1[C:8]2[CH:10]=[C:11]([C:18]([O:20][CH3:21])=[O:19])[C:12]([C:14]([O:16][CH3:17])=[O:15])=[CH:13][C:7]=2[N:6]=[C:5]1[CH3:4] |f:0.1,4.5|. Procedure details: Sodium methoxide (1.96 g, 36.3 mmol) is added to a solution of dimethyl 2-methyl-5,6-benzimidazoledicarboxylate (8.50 g, 34.2 mmol) in methanol. The reaction mixture is stirred 0.5 hour at room temperature, treated with iodomethane (2.15 mL, 34.5 mmol) stirred overnight, acidified to pH 6 with acetic acid, treated with sodium bicarbonate to pH 8 and extracted with chloroform. The extracts are combined, dried (MgSO4) and concentrated in vacuo to yield the title product as a pink solid (6.25 g, 69... Starting materials: BrC=1C=C(C=O)C=CC1O (3-bromo-4-hydroxybenzaldehyde), CN(C)C=O (DMF), cuprous cyanide. Conditions: temperature 180 celsius. Product: C(=O)C=1C=CC(=C(C#N)C1)O (5-formyl-2-hydroxybenzonitrile). As a reaction SMILES: Br[C:2]1[CH:3]=[C:4]([CH:7]=[CH:8][C:9]=1[OH:10])[CH:5]=[O:6].[CH3:11][N:12](C=O)C>>[CH:5]([C:4]1[CH:7]=[CH:8][C:9]([OH:10])=[C:2]([CH:3]=1)[C:11]#[N:12])=[O:6]. Procedure: To a mixture of 3-bromo-4-hydroxybenzaldehyde (1.00 g, 4.97 mmol) in DMF (10 mL) was added cuprous cyanide (660 mg, 7.46 mmol). The mixture was heated at 180° C. for 8 hours. The solution was filtered off and purified by chromatography on silica gel (PE/EtOAc=8:1) (210 mg, 29%).